This data is from the Open Reaction Database (ORD), a public repository of structured organic reaction records. The task is: describe an organic reaction: reactants, conditions, products, and yield Reactants: C1CCOC1, CCOC(=O)COCCCc1cn(C)c2c(-c3noc(-c4ccc(OC(C)C)c(Cl)c4)n3)cccc12, Cl, [Na+], [OH-]. Product: CC(C)Oc1ccc(-c2nc(-c3cccc4c(CCCOCC(=O)O)cn(C)c34)no2)cc1Cl. RXN SMILES: [CH2:40]1[O:41][CH2:42][CH2:43][CH2:44]1.[Cl:1][c:2]1[cH:3][c:4](-[c:12]2[n:13][c:14](-[c:17]3[cH:18][cH:19][cH:20][c:21]4[c:22]([CH2:27][CH2:28][CH2:29][O:30][CH2:31][C:32](=[O:33])[O:34][CH2:35][CH3:36])[cH:23][n:24]([CH3:26])[c:25]34)[n:15][o:16]2)[cH:5][cH:6][c:7]1[O:8][CH:9]([CH3:10])[CH3:11].[ClH:39].[Na+:38].[OH-:37]>>[Cl:1][c:2]1[cH:3][c:4](-[c:12]2[n:13][c:14](-[c:17]3[cH:18][cH:19][cH:20][c:21]4[c:22]([CH2:27][CH2:28][CH2:29][O:30][CH2:31][C:32](=[O:33])[OH:34])[cH:23][n:24]([CH3:26])[c:25]34)[n:15][o:16]2)[cH:5][cH:6][c:7]1[O:8][CH:9]([CH3:10])[CH3:11]. The reactants are C(C1=CC=CC=C1)C1CCNCC1 (4-benzylpiperidine), C(Cl)C1CO1 (epichlorohydrin). Product: ClCC(CN1CCC(CC1)CC1=CC=CC=C1)O (1-chloro-3-(4-benzylpiperidin-1-yl)propan-2-ol). Isolated yield 100.0%. Reaction SMILES: [CH2:1]([CH:8]1[CH2:13][CH2:12][NH:11][CH2:10][CH2:9]1)[C:2]1[CH:7]=[CH:6][CH:5]=[CH:4][CH:3]=1.[CH2:14]([CH:16]1[O:18][CH2:17]1)[Cl:15]>>[Cl:15][CH2:14][CH:16]([OH:18])[CH2:17][N:11]1[CH2:12][CH2:13][CH:8]([CH2:1][C:2]2[CH:7]=[CH:6][CH:5]=[CH:4][CH:3]=2)[CH2:9][CH2:10]1. Procedure details: Treatment of amine 6 with epichlorohydrin, following the procedure described in Example 12, Step 1, gave crude 1-chloro-3-(4-benzylpiperidin-1-yl)propan-2-ol (29.03 g, >100%) as a clear, colorless oil: